This data is from the Open Reaction Database (ORD), a public repository of structured organic reaction records. The task is: describe an organic reaction: reactants, conditions, products, and yield The reactants are C([O-])(O)=O.[Na+] (sodium bicarbonate), N1=C(C=CC=C1)C (α-picoline), ClCC(C)=O (chloroacetone), C(Cl)(Cl)Cl.O (chloroform water). Reaction conditions: temperature 95 celsius. The solvent is O (water). Procedure: A mixture of α-picoline (5 g, 53.8 mmol) and chloroacetone (5 g, 53.8 mmol) was heated at 90-100° C. for 4 h. The reaction mixture was then poured into a chloroform/water mixture (50:50 mL) and subsequently extracted. The aqueous phase was treated with 0.6 g of sodium bicarbonate and then extracted with diethyl ether (3×30 mL) to remove the residual α-picoline. A further 8.1 g (96.4 mmol) of sodium bicarbonate were added to the aqueous phase, and the mixture was concentrated to give a mixture of... Reaction SMILES: [N:1]1[CH:6]=[CH:5][CH:4]=[CH:3][C:2]=1[CH3:7].Cl[CH2:9][C:10](=O)[CH3:11].C(Cl)(Cl)Cl.O.C(=O)(O)[O-].[Na+]>O>[CH3:11][C:10]1[CH:7]=[C:2]2[N:1]([CH:9]=1)[CH:6]=[CH:5][CH:4]=[CH:3]2 |f:2.3,4.5|. Product: CC=1C=C2C=CC=CN2C1 (2-methylindolizine). The yield is 79.4%. Reactants: CC(CN1CCC2=C(CC1=O)C=CCC2)C (3-(2-methylpropyl)-4,5,6,7-tetrahydro-2H-3-benzazepin-2-one), ON=C1C(N(CCC2=C1C=CCC2)C)=O (1-hydroxyimino-3-methyl-4,5,6,7-tetrahydro-2H-3-benzazepin-2-one). Product: ON=C1C(N(CCC2=C1C=CCC2)CC(C)C)=O (1-Hydroxyimino-3-(2-methylpropyl)-4,5,6,7-tetrahydro-2H-3-benzazepin-2-one). As a reaction SMILES: [CH3:1][CH:2]([CH3:16])[CH2:3][N:4]1[C:10](=[O:11])[CH2:9][C:8]2[CH:12]=[CH:13][CH2:14][CH2:15][C:7]=2[CH2:6][CH2:5]1.[OH:17][N:18]=C1C2C=CCCC=2CCN(C)C1=O>>[OH:17][N:18]=[C:9]1[C:8]2[CH:12]=[CH:13][CH2:14][CH2:15][C:7]=2[CH2:6][CH2:5][N:4]([CH2:3][CH:2]([CH3:16])[CH3:1])[C:10]1=[O:11]. Procedure: Following the procedure described for Example 7-A (Step B) and using 3-(2-methylpropyl)-4,5,6,7-tetrahydro-2H-3-benzazepin-2-one, 1-hydroxyimino-3-methyl-4,5,6,7-tetrahydro-2H-3-benzazepin-2-one was prepared. Starting materials: CI, COC(=O)C(C)c1ccc(Cl)c([N+](=O)[O-])c1, C1CCOC1, O. Product: COC(=O)C(C)(C)c1ccc(Cl)c([N+](=O)[O-])c1. Reaction SMILES: [CH3:23][I:24].[Cl:1][c:2]1[c:3]([N+:14](=[O:15])[O-:16])[cH:4][c:5]([CH:8]([C:9](=[O:10])[O:11][CH3:12])[CH3:13])[cH:6][cH:7]1.[O:18]1[CH2:19][CH2:22][CH2:21][CH2:20]1.[OH2:17]>>[Cl:1][c:2]1[c:3]([N+:14](=[O:15])[O-:16])[cH:4][c:5]([C:8]([C:9](=[O:10])[O:11][CH3:12])([CH3:13])[CH3:19])[cH:6][cH:7]1. The product is Nc1ccc(OC(F)(F)C(F)F)cc1F. Reactants: CCOC(C)=O, O=[N+]([O-])c1ccc(OC(F)(F)C(F)F)cc1F, [H][H], O=[Pt]=O. As a reaction SMILES: [CH3:23][CH2:24][O:25][C:26](=[O:27])[CH3:28].[F:1][c:2]1[c:3]([N+:15]([O-:16])=[O:17])[cH:4][cH:5][c:6]([O:8][C:9]([CH:10]([F:11])[F:12])([F:13])[F:14])[cH:7]1.[H:18][H:19].[Pt:20](=[O:21])=[O:22]>>[F:1][c:2]1[c:3]([NH2:15])[cH:4][cH:5][c:6]([O:8][C:9]([CH:10]([F:11])[F:12])([F:13])[F:14])[cH:7]1.